Dataset: the Open Reaction Database (ORD), a public repository of structured organic reaction records. Task: describe an organic reaction: reactants, conditions, products, and yield Reactants: CNOC, O=C=Nc1ccc(OCc2ccccc2F)cc1, c1ccccc1. Product: CON(C)C(=O)Nc1ccc(OCc2ccccc2F)cc1. Reaction SMILES: [CH3:19][NH:20][O:21][CH3:22].[F:1][c:2]1[c:3]([CH2:4][O:5][c:6]2[cH:7][cH:8][c:9]([N:12]=[C:13]=[O:14])[cH:10][cH:11]2)[cH:15][cH:16][cH:17][cH:18]1.[cH:23]1[cH:24][cH:25][cH:26][cH:27][cH:28]1>>[F:1][c:2]1[c:3]([CH2:4][O:5][c:6]2[cH:7][cH:8][c:9]([NH:12][C:13](=[O:14])[N:20]([CH3:19])[O:21][CH3:22])[cH:10][cH:11]2)[cH:15][cH:16][cH:17][cH:18]1. The reactants are C(C)(C)N(CC)C(C)C (diisopropylethylamine), CC1=C(C=CC=C1)CN ((2-methylphenyl)methylamine), C1=NC2=C(C(=N1)Cl)N=CN2[C@H]3[C@@H]([C@@H]([C@H](O3)CO)O)O (6-chloropurine riboside). The solvent is O1CCOCC1 (dioxan). Conditions: temperature 60 celsius. Yields the product CC1=C(C=CC=C1)CNC=1C=2N=CN([C@H]3[C@H](O)[C@H](O)[C@@H](CO)O3)C2N=CN1 (N-[(2-methylphenyl)methyl]adenosine), product. Yield: 70.0%. RXN SMILES: [CH3:1][C:2]1[CH:7]=[CH:6][CH:5]=[CH:4][C:3]=1[CH2:8][NH2:9].[CH:10]1[N:15]=[C:14](Cl)[C:13]2[N:17]=[CH:18][N:19]([C@@H:20]3[O:24][C@H:23]([CH2:25][OH:26])[C@@H:22]([OH:27])[C@H:21]3[OH:28])[C:12]=2[N:11]=1.C(N(C(C)C)CC)(C)C>O1CCOCC1>[CH3:1][C:2]1[CH:7]=[CH:6][CH:5]=[CH:4][C:3]=1[CH2:8][NH:9][C:14]1[C:13]2[N:17]=[CH:18][N:19]([C:12]=2[N:11]=[CH:10][N:15]=1)[C@@H:20]1[O:24][C@H:23]([CH2:25][OH:26])[C@@H:22]([OH:27])[C@H:21]1[OH:28]. Reported procedure: The title compound was prepared by reacting (2-methylphenyl)methylamine (1.51 g, 12.5 mmol) with 6-chloropurine riboside (2.87 g, 10.0 mmol) in dioxan (100 ml) in the presence of diisopropylethylamine (1.94 g, 15.0 mmol). The reaction mixture was heated at 60° C. for 6 h, cooled, filtered and evaporated. The residue was purified by flash chromatography, eluting initially with dichloromethane, and later increasing polarity to dichloromethanethanol (9:1), to provide the product (2.6 g, 70%) as a s...